From a dataset of the Open Reaction Database (ORD), a public repository of structured organic reaction records. describe an organic reaction: reactants, conditions, products, and yield Reactants: C([O-])(O)=O.[Na+] (sodium bicarbonate), FC=1C=C(C=O)C=CC1[N+](=O)[O-] (3-fluoro-4-nitrobenzaldehyde), COC(OC)OC (trimethylorthoformate), O.C1(=CC=C(C=C1)S(=O)(=O)O)C (p-toluenesulfonic acid monohydrate). Solvent: CO (methanol). Yields the product COC(C1=CC(=C(C=C1)[N+](=O)[O-])F)OC (4-dimethoxymethyl-2-fluoro-1-nitro-benzene). As a reaction SMILES: [F:1][C:2]1[CH:3]=[C:4]([CH:7]=[CH:8][C:9]=1[N+:10]([O-:12])=[O:11])C=O.[CH3:13][O:14][CH:15](OC)[O:16][CH3:17].O.C1(C)C=CC(S(O)(=O)=O)=CC=1.C(=O)(O)[O-].[Na+]>CO>[CH3:13][O:14][CH:15]([O:16][CH3:17])[C:4]1[CH:7]=[CH:8][C:9]([N+:10]([O-:12])=[O:11])=[C:2]([F:1])[CH:3]=1 |f:2.3,4.5|. Reported procedure: A mixture of 0.5 g (2.96 mmole) of 3-fluoro-4-nitrobenzaldehyde, 1 mL of trimethylorthoformate, 0.020 g of p-toluenesulfonic acid monohydrate and 2 mL of methanol was heated at reflux for 1 hour. The mixture was cooled, and 1 mL of saturated aqueous sodium bicarbonate solution was added. The mixture was concentrated under reduced pressure, and the residue was partitioned between 30 mL of ethyl acetate and 30 mL of saturated aqueous sodium bicarbonate solution. The organic layer was washed with b... The reactants are ClCCCl, CN(C)C=O, Cl, NN1CCCCC1, C1COCCO1, Oc1cccc2[nH]nnc12, O=C(O)c1ccc(N2CCN(C(=O)N3CCC(c4cn[nH]c4)C3)c3ccccc32)cc1. The product is O=C(NN1CCCCC1)c1ccc(N2CCN(C(=O)N3CCC(c4cn[nH]c4)C3)c3ccccc32)cc1. RXN SMILES: [CH2:49]([Cl:50])[CH2:51][Cl:52].[CH3:54][N:55]([CH3:56])[CH:57]=[O:58].[ClH:53].[NH2:32][N:33]1[CH2:34][CH2:35][CH2:36][CH2:37][CH2:38]1.[O:59]1[CH2:60][CH2:61][O:62][CH2:63][CH2:64]1.[OH:39][c:40]1[c:41]2[n:42][n:43][nH:44][c:45]2[cH:46][cH:47][cH:48]1.[nH:1]1[n:2][cH:3][c:4]([CH:6]2[CH2:7][N:8]([C:11](=[O:12])[N:13]3[CH2:14][CH2:15][N:16]([c:23]4[cH:24][cH:25][c:26]([C:27](=[O:28])[OH:29])[cH:30][cH:31]4)[c:17]4[cH:18][cH:19][cH:20][cH:21][c:22]43)[CH2:9][CH2:10]2)[cH:5]1>>[nH:1]1[n:2][cH:3][c:4]([CH:6]2[CH2:7][N:8]([C:11](=[O:12])[N:13]3[CH2:14][CH2:15][N:16]([c:23]4[cH:24][cH:25][c:26]([C:27](=[O:29])[NH:32][N:33]5[CH2:34][CH2:35][CH2:36][CH2:37][CH2:38]5)[cH:30][cH:31]4)[c:17]4[cH:18][cH:19][cH:20][cH:21][c:22]43)[CH2:9][CH2:10]2)[cH:5]1. The reactants are CCOC(C)=O, CO, Cl, [Na+], [Na+], [Na+], O=C([O-])[O-], [OH-], CC(=O)N1CCc2cc(S(N)(=O)=O)sc2C1. Yields the product NS(=O)(=O)c1cc2c(s1)CNCC2. RXN SMILES: [C:26]([O:27][CH2:28][CH3:29])(=[O:30])[CH3:31].[CH3:24][OH:25].[ClH:17].[Na+:18].[Na+:19].[Na+:33].[O-:20][C:21](=[O:22])[O-:23].[OH-:32].[S:1]([NH2:2])(=[O:3])(=[O:4])[c:5]1[cH:6][c:7]2[c:8]([s:16]1)[CH2:9][N:10]([C:13](=[O:14])[CH3:15])[CH2:11][CH2:12]2>>[S:1]([NH2:2])(=[O:3])(=[O:4])[c:5]1[cH:6][c:7]2[c:8]([s:16]1)[CH2:9][NH:10][CH2:11][CH2:12]2. Starting materials: BrBr (bromine), ClC=1C=C(C=CC1Cl)CCC=O (3-(3,4-Dichloro-phenyl)-propionaldehyde), C(Cl)Cl (DCM), C[Si](C)(C)Br (TMSBr). Run in O (water), O1CCOCC1 (dioxane). Reaction conditions: time 1 hour. The product is BrC(C=O)CC1=CC(=C(C=C1)Cl)Cl (2-Bromo-3-(3,4-dichloro-phenyl)-propionaldehyde). RXN SMILES: [Cl:1][C:2]1[CH:3]=[C:4]([CH2:9][CH2:10][CH:11]=[O:12])[CH:5]=[CH:6][C:7]=1[Cl:8].C(Cl)Cl.C[Si]([Br:20])(C)C.BrBr>O.O1CCOCC1>[Br:20][CH:10]([CH2:9][C:4]1[CH:5]=[CH:6][C:7]([Cl:8])=[C:2]([Cl:1])[CH:3]=1)[CH:11]=[O:12]. Reported procedure: To a solution of the product of example 37 (10 mmol, 2.0 g) in a mixed solvent of DCM (40 ml) with dioxane (4.0 ml) was added TMSBr (15 mmol, 2.3 g) at room temperature. After the mixture was kept at 25° C. for one hour, bromine (1.6 g, 10.0 mmol) was added. Another one hour later, the mixture was poured into water (50 ml) and extracted with DCM three times. The combined organic layers were washed with brine, dried and evaporated into dryness to give the crude title product, which was used direc... Starting materials: CCN=C=NCCCN(C)C, CCN(C(C)C)C(C)C, Cl, Cl, CC(C)NC(=O)CN, CN(C)C=O, O, Nc1ccc(O)cc1C(=O)O, On1nnc2ccccc21. Product: Cl, CC(C)NC(=O)CNC(=O)c1cc(O)ccc1N. Reaction SMILES: [CH3:13][N:14]([CH3:15])[CH2:16][CH2:17][CH2:18][N:19]=[C:20]=[N:21][CH2:22][CH3:23].[CH:44]([N:45]([CH2:46][CH3:47])[CH:48]([CH3:49])[CH3:50])([CH3:51])[CH3:52].[ClH:12].[ClH:35].[NH2:36][CH2:37][C:38](=[O:39])[NH:40][CH:41]([CH3:42])[CH3:43].[O:53]=[CH:54][N:55]([CH3:56])[CH3:57].[OH2:24].[OH:1][c:2]1[cH:3][cH:4][c:5]([NH2:11])[c:6]([C:7](=[O:8])[OH:9])[cH:10]1.[OH:25][n:26]1[c:27]2[cH:28][cH:29][cH:30][cH:31][c:32]2[n:33][n:34]1>>[ClH:12].[OH:1][c:2]1[cH:3][cH:4][c:5]([NH2:11])[c:6]([C:7](=[O:9])[NH:36][CH2:37][C:38](=[O:39])[NH:40][CH:41]([CH3:42])[CH3:43])[cH:10]1. Reactants: C1(CC1)C1=CC(=NN1)NC1=NC(=NC=C1)C1=CC=C(S1)S(=O)(=O)N (5-(4-(5-cyclopropyl-1H-pyrazol-3-ylamino)pyrimidin-2-yl)thiophene-2-sulfonamide), BrC1=NC=C(C(=N1)NC1=NNC(=C1)C1CC1)C (2-bromo-5-methyl-N-(5-cyclopropyl-1H-pyrazol-3-yl)pyrimidin-4-amine). Yields the product C1(CC1)C1=CC(=NN1)NC1=NC(=NC=C1C)C1=CC=C(S1)S(=O)(=O)N (5-(4-(5-Cyclopropyl-1H-pyrazol-3-ylamino)-5-methylpyrimidin-2-yl)thiophene-2-sulfonamide). Yield: 24.8%. As a reaction SMILES: [CH:1]1([C:4]2[NH:8][N:7]=[C:6]([NH:9][C:10]3[CH:15]=[CH:14][N:13]=[C:12]([C:16]4[S:20][C:19]([S:21]([NH2:24])(=[O:23])=[O:22])=[CH:18][CH:17]=4)[N:11]=3)[CH:5]=2)[CH2:3][CH2:2]1.Br[C:26]1N=C(NC2C=C(C3CC3)NN=2)C(C)=CN=1>>[CH:1]1([C:4]2[NH:8][N:7]=[C:6]([NH:9][C:10]3[C:15]([CH3:26])=[CH:14][N:13]=[C:12]([C:16]4[S:20][C:19]([S:21]([NH2:24])(=[O:22])=[O:23])=[CH:18][CH:17]=4)[N:11]=3)[CH:5]=2)[CH2:3][CH2:2]1. Procedure details: 5-(4-(5-Cyclopropyl-1H-pyrazol-3-ylamino)-5-methylpyrimidin-2-yl)thiophene-2-sulfonamide (Compound 40) (43 mg, 24.8%) was prepared following same procedure as described in Compound 50 by starting with 2-bromo-5-methyl-N-(5-cyclopropyl-1H-pyrazol-3-yl)pyrimidin-4-amine. LC-MS (m/z)=377.0 [M+H]+; 1H NMR (400 MHz, DMSO-d6): 0.75-0.76 (m, 2H), 0.97-0.99 (m, 2H), 1.93-1.95 (m, 1H), 2.18 (s, 3H), 6.51 (s, 1H), 7.57 (d, J=3.6 Hz, 1H), 7.73 (d, J=3.2 Hz, 1H), 7.78 (s, 2H), 8.14 (s, 1H), 9.13 (s, 1H), 12... Starting materials: COC(=O)c1ccc(C=O)cc1, Cc1c(N)cccc1Cl, CCO. The product is COC(=O)c1ccc(C=Nc2cccc(Cl)c2C)cc1. RXN SMILES: [C:1](=[O:2])([O:3][CH3:4])[c:5]1[cH:6][cH:7][c:8]([CH:9]=[O:10])[cH:11][cH:12]1.[CH3:13][c:14]1[c:15]([NH2:16])[cH:17][cH:18][cH:19][c:20]1[Cl:21].[CH3:22][CH2:23][OH:24]>>[C:1](=[O:2])([O:3][CH3:4])[c:5]1[cH:6][cH:7][c:8]([CH:9]=[N:16][c:15]2[c:14]([CH3:13])[c:20]([Cl:21])[cH:19][cH:18][cH:17]2)[cH:11][cH:12]1. Reactants: O (water), ClC=1N=C(C2=C(N1)SC=N2)Cl (5,7-dichlorothiazolo[5,4-d]pyrimidine), CS(=O)(=O)C=1C=C(N)C=CC1 (3-(methylsulfonyl)aniline), CCN(C(C)C)C(C)C (DIEA). Run in CS(=O)C (DMSO). Conditions: time 8 hour. The product is ClC=1N=C(C2=C(N1)SC=N2)NC2=CC(=CC=C2)S(=O)(=O)C (5-chloro-N-(3-(methylsulfonyl)phenyl)thiazolo[5,4-d]pyrimidin-7-amine). Yield: 66.5%. As a reaction SMILES: [Cl:1][C:2]1[N:3]=[C:4](Cl)[C:5]2[N:10]=[CH:9][S:8][C:6]=2[N:7]=1.[CH3:12][S:13]([C:16]1[CH:17]=[C:18]([CH:20]=[CH:21][CH:22]=1)[NH2:19])(=[O:15])=[O:14].CCN(C(C)C)C(C)C.O>CS(C)=O>[Cl:1][C:2]1[N:3]=[C:4]([NH:19][C:18]2[CH:20]=[CH:21][CH:22]=[C:16]([S:13]([CH3:12])(=[O:15])=[O:14])[CH:17]=2)[C:5]2[N:10]=[CH:9][S:8][C:6]=2[N:7]=1. Procedure: A mixture of 5,7-dichlorothiazolo[5,4-d]pyrimidine (200 mg, 0.97 mmol), 3-(methylsulfonyl)aniline (182 mg, 1.07 mmol) and DIEA (375 g, 2.91 mmol) in 20 mL of DMSO was stirred at room temperature overnight. The mixture was poured into 150 mL of water and filtered, the solid obtained was washed with petroleum ether dried to give crude product which was purified by silica gel chromatography, silica gel 200-300 mesh, eluting with ethyl acetate to give 5-chloro-N-(3-(methylsulfonyl)phenyl)thiazolo[5,...